From a dataset of the Open Reaction Database (ORD), a public repository of structured organic reaction records. describe an organic reaction: reactants, conditions, products, and yield The reactants are C(C)(C)(C)C1=NN(C(=C1)C(=O)O)C (3-tert-butyl-1-methyl-1H-pyrazole-5-carboxylic acid), Cl.Cl.FC1=CC=C(C=C1)C(CN1CCNCC1)=O (1-(4-fluorophenyl)-2-(piperazin-1-yl)ethanone dihydrochloride). Yields the product C(C)(C)(C)C=1C=C(N(N1)C)C(=O)N1CCN(CC1)CC(=O)C1=CC=C(C=C1)F (2-[4-(5-tert-Butyl-2-methyl-2H-pyrazole-3-carbonyl)-piperazin-1-yl]-1-(4-fluoro-phenyl)-ethanone). Yield: 91.9%. Reaction SMILES: [C:1]([C:5]1[CH:9]=[C:8]([C:10]([OH:12])=O)[N:7]([CH3:13])[N:6]=1)([CH3:4])([CH3:3])[CH3:2].Cl.Cl.[F:16][C:17]1[CH:22]=[CH:21][C:20]([C:23](=[O:31])[CH2:24][N:25]2[CH2:30][CH2:29][NH:28][CH2:27][CH2:26]2)=[CH:19][CH:18]=1>>[C:1]([C:5]1[CH:9]=[C:8]([C:10]([N:28]2[CH2:27][CH2:26][N:25]([CH2:24][C:23]([C:20]3[CH:21]=[CH:22][C:17]([F:16])=[CH:18][CH:19]=3)=[O:31])[CH2:30][CH2:29]2)=[O:12])[N:7]([CH3:13])[N:6]=1)([CH3:2])([CH3:3])[CH3:4] |f:1.2.3|. Procedure: The title compound was prepared in a similar manner as described in Example 1.2, using 3-tert-butyl-1-methyl-1H-pyrazole-5-carboxylic acid (27.3 mg), and 1-(4-fluorophenyl)-2-(piperazin-1-yl)ethanone dihydrochloride (29.5 mg) as starting materials, to afford the title compound (35.5 mg) as a yellow solid. Exact mass calculated for C21H27FN4O2: 386.2. Found: LCMS m/z=387.5 (M+H+). Starting materials: CC(C)Oc1ccc(-c2nc(-c3ccc4[nH]cc(Cl)c4c3)no2)cc1Cl, FC(F)(F)c1sc(-c2nc(-c3cccc4[nH]ccc34)no2)cc1-c1ccccc1. Product: FC(F)(F)c1sc(-c2nc(-c3cccc4[nH]cc(Cl)c34)no2)cc1-c1ccccc1. As a reaction SMILES: [Cl:1][c:2]1[c:3]2[c:4]([cH:5][cH:6][c:7](-[c:8]3[n:9][c:10](-[c:11]4[cH:12][cH:13][c:14]([O:15][CH:16]([CH3:17])[CH3:18])[c:19]([Cl:20])[cH:21]4)[o:22][n:23]3)[cH:24]2)[nH:25][cH:26]1.[c:27]1(-[c:33]2[cH:34][c:35](-[c:42]3[n:43][c:44](-[c:47]4[c:48]5[cH:49][cH:50][nH:51][c:52]5[cH:53][cH:54][cH:55]4)[n:45][o:46]3)[s:36][c:37]2[C:38]([F:39])([F:40])[F:41])[cH:28][cH:29][cH:30][cH:31][cH:32]1>>[Cl:1][c:49]1[c:48]2[c:47](-[c:44]3[n:43][c:42](-[c:35]4[cH:34][c:33](-[c:27]5[cH:28][cH:29][cH:30][cH:31][cH:32]5)[c:37]([C:38]([F:39])([F:40])[F:41])[s:36]4)[o:46][n:45]3)[cH:55][cH:54][cH:53][c:52]2[nH:51][cH:50]1. Starting materials: C1CC(=O)N(C1=O)Br (NBS), NC1=C2C(N(C=N1)Cl)=CNS2 (7-amino-4-chloroisothiazolo[4,5-d]pyrimidine). Yields the product N=1SC=C2N=CN=CC21 (isothiazolo[4,3-d]pyrimidine). Reaction SMILES: C1C(=O)N(Br)C(=O)C1.N[C:10]1[N:15]=[CH:14][N:13](Cl)[C:12]2=[CH:17][NH:18][S:19][C:11]=12>>[N:18]1[S:19][CH:11]=[C:12]2[C:17]=1[CH:10]=[N:15][CH:14]=[N:13]2. Reported procedure: Reaction of 4,6-dichloro-5-nitropyrimidine with CuCN/NMP gives the 4-nitrile. Reduction of the nitro group to the amine is followed by diazotization/thiation to give the corresponding 5-mercapto compound. Reaction of this with Me3Al/NH4Cl gives the amidine which is oxidatively cyclized with NBS to 7-amino-4-chloroisothiazolo[4,5-d]pyrimidine. Removal of the amino functionality by diazotization/hypophosphorus acid is followed by displacement of the 4-chlorine with an appropriate amine to give the... The reactants are C1CCOC1, O=S(=O)(c1ccccc1)n1c(I)cc2c(Cl)ncnc21. Yields the product Clc1ncnc2[nH]c(I)cc12. As a reaction SMILES: [CH2:21]1[O:22][CH2:23][CH2:24][CH2:25]1.[Cl:1][c:2]1[c:3]2[c:4]([n:5][cH:6][n:7]1)[n:8]([S:12]([c:13]1[cH:14][cH:15][cH:16][cH:17][cH:18]1)(=[O:19])=[O:20])[c:9]([I:11])[cH:10]2>>[Cl:1][c:2]1[c:3]2[c:4]([n:5][cH:6][n:7]1)[nH:8][c:9]([I:11])[cH:10]2. Starting materials: Cl.Cl.NC1=CC(=C(C(=O)NCC2CCNCC2)C=C1Cl)OC (4-Amino-5-chloro-2-methoxy-N-(piperidin-4-ylmethyl)benzamide dihydrochloride), BrCCCCCCN1C(C=2C(C1=O)=CC=CC2)=O (N-(6-bromohexyl)phthalimide). Yields the product NC1=CC(=C(C(=O)NCC2CCN(CC2)CCCCCCN2C(C3=CC=CC=C3C2=O)=O)C=C1Cl)OC (4-amino-5-chloro-N-(1-(6-(2,3-dihydro-1,3-dioxo-1 H-isoindol-2-yl)hexyl)piperidin-4-ylmethyl)-2-methoxybenzamide). Yield: 70.3%. As a reaction SMILES: Cl.Cl.[NH2:3][C:4]1[C:19]([Cl:20])=[CH:18][C:7]([C:8]([NH:10][CH2:11][CH:12]2[CH2:17][CH2:16][NH:15][CH2:14][CH2:13]2)=[O:9])=[C:6]([O:21][CH3:22])[CH:5]=1.Br[CH2:24][CH2:25][CH2:26][CH2:27][CH2:28][CH2:29][N:30]1[C:34](=[O:35])[C:33]2=[CH:36][CH:37]=[CH:38][CH:39]=[C:32]2[C:31]1=[O:40]>>[NH2:3][C:4]1[C:19]([Cl:20])=[CH:18][C:7]([C:8]([NH:10][CH2:11][CH:12]2[CH2:13][CH2:14][N:15]([CH2:24][CH2:25][CH2:26][CH2:27][CH2:28][CH2:29][N:30]3[C:31](=[O:40])[C:32]4[C:33](=[CH:36][CH:37]=[CH:38][CH:39]=4)[C:34]3=[O:35])[CH2:16][CH2:17]2)=[O:9])=[C:6]([O:21][CH3:22])[CH:5]=1 |f:0.1.2|. Procedure details: 4-Amino-5-chloro-2-methoxy-N-(piperidin-4-ylmethyl)benzamide dihydrochloride (17.0 g) and N-(6-bromohexyl)phthalimide (17.4 g) were reacted and treated in the same manner as in Preparation Example 150 to give 17.0 g of 4-amino-5-chloro-N-(1-(6-(2,3-dihydro-1,3-dioxo-1 H-isoindol-2-yl)hexyl)piperidin-4-ylmethyl)-2-methoxybenzamide. Starting materials: ClC1=NC=C(C2=C1C=CN2CC)C(=O)OCC (ethyl 4-chloro-1-ethyl-1H-pyrrolo[3,2-c]pyridine-7-carboxylate), ClC=1C=C(N)C=CC1 (3-chloroaniline), CS(=O)(=O)O (methanesulfonic acid). Solvent: O1CCOCC1 (1,4-dioxan). Product: ClC=1C=C(C=CC1)NC1=NC=C(C2=C1C=CN2CC)C(=O)OCC (Ethyl 4-[(3-chlorophenyl)amino]-1-ethyl-1H-pyrrolo[3,2-c]pyridine-7-carboxylate). Reaction SMILES: Cl[C:2]1[C:7]2[CH:8]=[CH:9][N:10]([CH2:11][CH3:12])[C:6]=2[C:5]([C:13]([O:15][CH2:16][CH3:17])=[O:14])=[CH:4][N:3]=1.[Cl:18][C:19]1[CH:20]=[C:21]([CH:23]=[CH:24][CH:25]=1)[NH2:22].CS(O)(=O)=O>O1CCOCC1>[Cl:18][C:19]1[CH:20]=[C:21]([NH:22][C:2]2[C:7]3[CH:8]=[CH:9][N:10]([CH2:11][CH3:12])[C:6]=3[C:5]([C:13]([O:15][CH2:16][CH3:17])=[O:14])=[CH:4][N:3]=2)[CH:23]=[CH:24][CH:25]=1. Reported procedure: A mixture of ethyl 4-chloro-1-ethyl-1H-pyrrolo[3,2-c]pyridine-7-carboxylate (0.095 g), 3-chloroaniline (0.079 ml) and methanesulfonic acid (0.049 ml) in 1,4-dioxan (2.5 ml) was irradiated at 180° C. for 30 minutes with microwaves. The residue was partitioned between ethyl acetate and water, the aqueous was separated, basified with an aqueous 2M sodium bicarbonate solution and extracted three times with ethyl acetate. The combined organic layers were washed with brine, dried (MgSO4), filtered and... Reactants: COC(=O)C(N)Cc1ccccc1, CC(=O)NC(Cc1ccccc1)C(=O)O, Cl, [Na+], [OH-]. Yields the product COC(=O)C(N)Cc1ccccc1, CC(=O)NC(Cc1ccccc1)C(=O)O. As a reaction SMILES: [CH3:19][O:20][C:21]([CH:22]([NH2:23])[CH2:24][c:25]1[cH:26][cH:27][cH:28][cH:29][cH:30]1)=[O:31].[CH3:3][C:4](=[O:5])[NH:6][CH:7]([CH2:8][c:9]1[cH:10][cH:11][cH:12][cH:13][cH:14]1)[C:15]([OH:16])=[O:17].[ClH:18].[Na+:2].[OH-:1]>>[CH3:19][O:20][C:21]([CH:22]([NH2:23])[CH2:24][c:25]1[cH:26][cH:27][cH:28][cH:29][cH:30]1)=[O:31].[CH3:3][C:4](=[O:5])[NH:6][CH:7]([CH2:8][c:9]1[cH:10][cH:11][cH:12][cH:13][cH:14]1)[C:15](=[O:16])[OH:17].